From a dataset of the Open Reaction Database (ORD), a public repository of structured organic reaction records. describe an organic reaction: reactants, conditions, products, and yield Starting materials: COC1=CC=C(C=C1)B(O)O (4-methoxyphenyl-boronic acid), C([O-])([O-])=O.[K+].[K+] (potassium carbonate), BrC1=CC(=C(C=C1)CC)[N+](=O)[O-] (4-bromo-1-ethyl-2-nitrobenzene), O (water). The reagents and catalysts are [Pd].C1(=CC=CC=C1)P(C1=CC=CC=C1)C1=CC=CC=C1.C1(=CC=CC=C1)P(C1=CC=CC=C1)C1=CC=CC=C1.C1(=CC=CC=C1)P(C1=CC=CC=C1)C1=CC=CC=C1.C1(=CC=CC=C1)P(C1=CC=CC=C1)C1=CC=CC=C1 (tetrakis(triphenylphosphine)-palladium). The solvent is C1(=CC=CC=C1)C (toluene), C(C)O (ethanol). Reaction conditions: temperature 100 celsius, time 7 hour. Yields the product COC1=CC=C(C=C1)C1=CC(=C(C=C1)C)[N+](=O)[O-] (4′-methoxy-4-methyl-3-nitrobiphenyl). RXN SMILES: [CH3:1][O:2][C:3]1[CH:8]=[CH:7][C:6](B(O)O)=[CH:5][CH:4]=1.C(=O)([O-])[O-].[K+].[K+].Br[C:19]1[CH:24]=[CH:23][C:22]([CH2:25]C)=[C:21]([N+:27]([O-:29])=[O:28])[CH:20]=1.O>C1(C)C=CC=CC=1.C(O)C.[Pd].C1(P(C2C=CC=CC=2)C2C=CC=CC=2)C=CC=CC=1.C1(P(C2C=CC=CC=2)C2C=CC=CC=2)C=CC=CC=1.C1(P(C2C=CC=CC=2)C2C=CC=CC=2)C=CC=CC=1.C1(P(C2C=CC=CC=2)C2C=CC=CC=2)C=CC=CC=1>[CH3:1][O:2][C:3]1[CH:8]=[CH:7][C:6]([C:19]2[CH:24]=[CH:23][C:22]([CH3:25])=[C:21]([N+:27]([O-:29])=[O:28])[CH:20]=2)=[CH:5][CH:4]=1 |f:1.2.3,8.9.10.11.12|. Reported procedure: To a solution of 4-methoxyphenyl-boronic acid (500 mg, 3.29 mmol) in toluene (5.2 mL) and ethanol (1.3 mL), potassium carbonate (910 mg, 6.58 mmol), tetrakis(triphenylphosphine)-palladium (228.1 mg, 0.099 mmol) and 4-bromo-1-ethyl-2-nitrobenzene (711 mg, 3.29 mmol) are added and stirred at 100° C. for 7 hours. The mixture is poured into water and extracted with ethyl acetate two times. The organic layer is washed with water and then brine, dried over magnesium sulfate, and evaporated in vacuo. T... Reaction conditions: time 2 hour. Procedure: To a solution of 4-bromo-3-chlorophenol (10.0 g), 3-ethoxypropanol (6.0 g) and triphenylphosphine (15.2 g) in tetrahydrofuran (50 ml) was added dropwise under nitrogen atmosphere at 0° C. diethylazodicarbonate (40% toluene solution, 25.2 g) for 15 minutes, and the mixture was stirred at room temperature for 2 hours and concentrated under reduced pressure. To the residue was added diethylether, and insoluble materials were filtered off. The filtrate was washed with saturated brine and dried with ... Run in O1CCCC1 (tetrahydrofuran). Yields the product BrC1=C(C=C(C=C1)OCCCOCC)Cl (4-bromo-3-chloro-(3-ethoxypropoxy)benzene). RXN SMILES: [Br:1][C:2]1[CH:7]=[CH:6][C:5]([OH:8])=[CH:4][C:3]=1[Cl:9].[CH2:10]([O:12][CH2:13][CH2:14][CH2:15]O)[CH3:11].C1(P(C2C=CC=CC=2)C2C=CC=CC=2)C=CC=CC=1>O1CCCC1>[Br:1][C:2]1[CH:7]=[CH:6][C:5]([O:8][CH2:15][CH2:14][CH2:13][O:12][CH2:10][CH3:11])=[CH:4][C:3]=1[Cl:9]. Reactants: BrC1=C(C=C(C=C1)O)Cl (4-bromo-3-chlorophenol), C(C)OCCCO (3-ethoxypropanol), C1(=CC=CC=C1)P(C1=CC=CC=C1)C1=CC=CC=C1 (triphenylphosphine), diethylazodicarbonate. Isolated yield 79.1%. Reactants: [Al+3], COc1ccc2c(c1)C(=O)CCC2, [Cl-], [Cl-], [Cl-], Cl, Cc1ccccc1C. The product is O=C1CCCc2ccc(O)cc21. Reaction SMILES: [Al+3:15].[CH3:1][O:2][c:3]1[cH:4][cH:5][c:6]2[c:11]([cH:12]1)[C:10](=[O:13])[CH2:9][CH2:8][CH2:7]2.[Cl-:14].[Cl-:16].[Cl-:17].[ClH:18].[c:19]1([CH3:20])[c:21]([CH3:22])[cH:23][cH:24][cH:25][cH:26]1>>[OH:2][c:3]1[cH:4][cH:5][c:6]2[c:11]([cH:12]1)[C:10](=[O:13])[CH2:9][CH2:8][CH2:7]2. Reactants: BrBr (Bromine), ClC1=CC=C(C=C1)C=1SC=C(N1)CC(=O)O (2-(4-chlorophenyl) thiazol-4-yl acetic acid). Run in C(C)(=O)O (acetic acid). Run at temperature 0 celsius. Yields the product BrC1=C(N=C(S1)C1=CC=C(C=C1)Cl)CC(=O)O (5-Bromo-2-(4-chlorophenyl) thiazol-4-yl-acetic acid). The yield is 75.2%. RXN SMILES: [Br:1]Br.[Cl:3][C:4]1[CH:9]=[CH:8][C:7]([C:10]2[S:11][CH:12]=[C:13]([CH2:15][C:16]([OH:18])=[O:17])[N:14]=2)=[CH:6][CH:5]=1>C(O)(=O)C>[Br:1][C:12]1[S:11][C:10]([C:7]2[CH:6]=[CH:5][C:4]([Cl:3])=[CH:9][CH:8]=2)=[N:14][C:13]=1[CH2:15][C:16]([OH:18])=[O:17]. Procedure details: Bromine (15.9 g, 5.15 ml, 0.1 mol) was added dropwise to 2-(4-chlorophenyl) thiazol-4-yl acetic acid (24 g, 0.096mol) suspended in glacial acetic acid (200 ml) and the resulting mixture was heated at 60°-70° C. for 5 hours. The reaction mixture was cooled to 0° C. (ice bath) and the solid which separated was filtered and washed with CHCl3. The residue was then washed with cold ethanol to afford the desired product (24 g, 75%) Reactants: C(C)(C)(C)OC(=O)N1[C@H]2[C@H](C[C@@H]([C@H](C1=O)C2)NC(=O)OCC2=CC=CC=C2)I ((1R,2S,4S,5R)-2-benzyloxycarbonylamino-4-iodo-7-oxo-6-aza-bicyclo[3.2.1]octane-6-carboxylic acid tert-butyl ester), CCCC[SnH](CCCC)CCCC (Bu3SnH). Reagents/catalysts: CC(C)(C#N)N=NC(C)(C)C#N (AIBN). The yield is 91.0%. Reaction SMILES: [C:1]([O:5][C:6]([N:8]1[C:14](=[O:15])[C@@H:13]2[CH2:16][C@@H:9]1[C@@H:10](I)[CH2:11][C@@H:12]2[NH:17][C:18]([O:20][CH2:21][C:22]1[CH:27]=[CH:26][CH:25]=[CH:24][CH:23]=1)=[O:19])=[O:7])([CH3:4])([CH3:3])[CH3:2].CCCC[SnH](CCCC)CCCC>C1C=CC=CC=1.CC(N=NC(C#N)(C)C)(C#N)C>[C:1]([O:5][C:6]([N:8]1[C:14](=[O:15])[C@@H:13]2[CH2:16][C@H:9]1[CH2:10][CH2:11][C@@H:12]2[NH:17][C:18]([O:20][CH2:21][C:22]1[CH:27]=[CH:26][CH:25]=[CH:24][CH:23]=1)=[O:19])=[O:7])([CH3:4])([CH3:2])[CH3:3]. Product: C(C)(C)(C)OC(=O)N1[C@@H]2CC[C@@H]([C@H](C1=O)C2)NC(=O)OCC2=CC=CC=C2 ((1R,2S,5R)-2-benzyloxycarbonylamino-7-oxo-6-aza-bicyclo[3.2.1]octane-6-carboxylic acid tert-butyl ester). Procedure: A sample of (1R,2S,4S,5R)-2-benzyloxycarbonylamino-4-iodo-7-oxo-6-aza-bicyclo[3.2.1]octane-6-carboxylic acid tert-butyl ester (43.3 g) was dissolved in benzene (580 mL) prior to the addition of Bu3SnH (27.8 g) and AIBN (0.7 g). The resulting mixture was warmed to a gentle reflux for 3 h. After cooling, the solvent was removed and hexane was added. The resulting white solid was collected by vacuum filtration to give (1R,2S,5R)-2-benzyloxycarbonylamino-7-oxo-6-aza-bicyclo[3.2.1]octane-6-carboxylic... Solvent: C1=CC=CC=C1 (benzene). Starting materials: ClC1=CC=C(N)C=C1 (4-chloroaniline), ClC1=NC2=C(C=CC=C2C=C1)C1=CC=2C(NCCC2N1)=O (2-(2-chloroquinolin-8-yl)-6,7-dihydro-1H-pyrrolo[3,2-c]pyridin-4(5H)-one), [Li+].C[Si](C)(C)[N-][Si](C)(C)C (LHMDS). Run at time 3 hour. The product is ClC1=CC=C(C=C1)NC1=NC2=C(C=CC=C2C=C1)C1=CC=2C(NCCC2N1)=O (2-(2-((4-chlorophenyl)amino)quinolin-8-yl)-6,7-dihydro-1H-pyrrolo[3,2-c]pyridin-4(5H)-one). Isolated yield 17.5%. Reaction SMILES: [Cl:1][C:2]1[CH:8]=[CH:7][C:5]([NH2:6])=[CH:4][CH:3]=1.Cl[C:10]1[CH:19]=[CH:18][C:17]2[C:12](=[C:13]([C:20]3[NH:28][C:27]4[CH2:26][CH2:25][NH:24][C:23](=[O:29])[C:22]=4[CH:21]=3)[CH:14]=[CH:15][CH:16]=2)[N:11]=1.[Li+].C[Si]([N-][Si](C)(C)C)(C)C>>[Cl:1][C:2]1[CH:8]=[CH:7][C:5]([NH:6][C:10]2[CH:19]=[CH:18][C:17]3[C:12](=[C:13]([C:20]4[NH:28][C:27]5[CH2:26][CH2:25][NH:24][C:23](=[O:29])[C:22]=5[CH:21]=4)[CH:14]=[CH:15][CH:16]=3)[N:11]=2)=[CH:4][CH:3]=1 |f:2.3|. Procedure details: To 4-chloroaniline (Alfa Aesar, Ward Hill, Mass.; 0.225 g, 1.763 mmol) and 2-(2-chloroquinolin-8-yl)-6,7-dihydro-1H-pyrrolo[3,2-c]pyridin-4(5H)-one (Example 1; 0.075 g, 0.252 mmol) was added LHMDS (1.0 M solution in THF; 1.763 ml, 1.763 mmol). After 3 h, the reaction mixture was partitioned between saturated aq. NH4Cl and DCM. The aq. layer was extracted with DCM (3×), and the combined organics were dried over anhydrous Na2SO4, filtered, and concentrated in vacuo. EtOAc was added, the layers wer...